This data is from the Open Reaction Database (ORD), a public repository of structured organic reaction records. The task is: describe an organic reaction: reactants, conditions, products, and yield Reactants: C(=O)C1=CC2=CC=CC=C2C2=C1OC1(C=N2)N(C2=CC=C(C=C2C1(C)C)OC)C (5'-Formyl-5-methoxy-1,3,3-trimethylspiro[indoline-2,3'-[3H]-naphtho[2,1-b][1,4]oxazine]), [Cl-].C(#N)C[P+](C1=CC=CC=C1)(C1=CC=CC=C1)C1=CC=CC=C1 (cyanomethyltriphenylphosphonium chloride). The product is C(#N)C=CC1=CC2=CC=CC=C2C2=C1OC1(C=N2)N(C2=CC=C(C=C2C1(C)C)OC)C (5'-(2-Cyanovinyl)-5-methoxy-1,3,3-trimethylspiro-[indoline-2,3'-[3H]-naphtho[2,1-b][1,4]oxazine]). RXN SMILES: [CH:1]([C:3]1[C:12]2[O:13][C:14]3([C:24]([CH3:26])([CH3:25])[C:23]4[C:18](=[CH:19][CH:20]=[C:21]([O:27][CH3:28])[CH:22]=4)[N:17]3[CH3:29])[CH:15]=[N:16][C:11]=2[C:10]2[C:5](=[CH:6][CH:7]=[CH:8][CH:9]=2)[CH:4]=1)=O.[Cl-].[C:31]([CH2:33][P+](C1C=CC=CC=1)(C1C=CC=CC=1)C1C=CC=CC=1)#[N:32]>>[C:31]([CH:33]=[CH:1][C:3]1[C:12]2[O:13][C:14]3([C:24]([CH3:25])([CH3:26])[C:23]4[C:18](=[CH:19][CH:20]=[C:21]([O:27][CH3:28])[CH:22]=4)[N:17]3[CH3:29])[CH:15]=[N:16][C:11]=2[C:10]2[C:5](=[CH:6][CH:7]=[CH:8][CH:9]=2)[CH:4]=1)#[N:32] |f:1.2|. Reported procedure: This compound is prepared according to the method employed for Example 4, from 0.39 g (1 mmol) of the compound of Example 2 and 0.34 g (1 mmol) of cyanomethyltriphenylphosphonium chloride.